This data is from the Open Reaction Database (ORD), a public repository of structured organic reaction records. The task is: describe an organic reaction: reactants, conditions, products, and yield Reactants: NC1=C2C(=NC=N1)N(N=C2C2=CC=C(OC1=C(C#N)C(=CC=C1)NCCCOC)C=C2)[C@@H]2CC[C@H](CC2)N2CCN(CC2)C (trans-2-(4-{4-amino-1-[4-(4-methylpiperazino)cyclohexyl]-1H-pyrazolo[3,4-d]pyrimidin-3-yl}phenoxy)-6-[(3-methoxypropyl)amino]benzonitrile), C(\C=C/C(=O)O)(=O)O (maleic acid). Solvent: C(C)(=O)OCC (ethyl acetate), C(C)(=O)OCC (ethyl acetate). Yields the product C(\C=C/C(=O)O)(=O)O.C(\C=C/C(=O)O)(=O)O.C(\C=C/C(=O)O)(=O)O.NC1=C2C(=NC=N1)N(N=C2C2=CC=C(OC1=C(C#N)C(=CC=C1)NCCCOC)C=C2)[C@@H]2CC[C@H](CC2)N2CCN(CC2)C (trans-2-(4-{4-amino-1-[4-(4-methylpiperazino)cyclohexyl]-1H-pyrazolo[3,4-d]pyrimidin-3-yl}phenoxy)-6-[(3-methoxypropyl)amino]benzonitrile tris-maleate). RXN SMILES: [NH2:1][C:2]1[N:7]=[CH:6][N:5]=[C:4]2[N:8]([C@H:32]3[CH2:37][CH2:36][C@H:35]([N:38]4[CH2:43][CH2:42][N:41]([CH3:44])[CH2:40][CH2:39]4)[CH2:34][CH2:33]3)[N:9]=[C:10]([C:11]3[CH:31]=[CH:30][C:14]([O:15][C:16]4[CH:23]=[CH:22][CH:21]=[C:20]([NH:24][CH2:25][CH2:26][CH2:27][O:28][CH3:29])[C:17]=4[C:18]#[N:19])=[CH:13][CH:12]=3)[C:3]=12.[C:45]([OH:52])(=[O:51])/[CH:46]=[CH:47]\[C:48]([OH:50])=[O:49]>C(OCC)(=O)C>[C:45]([OH:52])(=[O:51])/[CH:46]=[CH:47]\[C:48]([OH:50])=[O:49].[C:45]([OH:52])(=[O:51])/[CH:46]=[CH:47]\[C:48]([OH:50])=[O:49].[C:45]([OH:52])(=[O:51])/[CH:46]=[CH:47]\[C:48]([OH:50])=[O:49].[NH2:1][C:2]1[N:7]=[CH:6][N:5]=[C:4]2[N:8]([C@H:32]3[CH2:33][CH2:34][C@H:35]([N:38]4[CH2:43][CH2:42][N:41]([CH3:44])[CH2:40][CH2:39]4)[CH2:36][CH2:37]3)[N:9]=[C:10]([C:11]3[CH:12]=[CH:13][C:14]([O:15][C:16]4[CH:23]=[CH:22][CH:21]=[C:20]([NH:24][CH2:25][CH2:26][CH2:27][O:28][CH3:29])[C:17]=4[C:18]#[N:19])=[CH:30][CH:31]=3)[C:3]=12 |f:3.4.5.6|. Procedure: A solution of trans-4-{4-amino-1-[4-(4-methylpiperazino)cyclohexyl]-1H-pyrazolo[3,4-d]pyrimidin-3-yl}phenol (0.100 g, 0.245 mmol) in dimethylformamide (25 mL), was treated with 2-fluoro-6-[(2-methoxyethyl)amino]benzonitrile (0.128 g, 0.613 mmol) and potassium carbonate (0.068, 0.49 mmol). The reaction mixture was stirred at 120° C. over night under a nitrogen atmosphere. Ethyl acetate and 1 N sodium hydroxide solution were added to the reaction mixture. The organic layer was washed with 1 N sodi... Reaction SMILES: [C:20]([CH3:21])([CH3:22])([CH3:23])[O:24][C:25]([N:26]([CH3:27])[C:28]([CH2:29][NH:30][CH3:31])([CH2:32][CH:33]=[CH2:34])[c:35]1[cH:36][c:37]([Cl:42])[c:38]([Cl:41])[cH:39][cH:40]1)=[O:43].[F:12][C:13]([CH2:14][C:15](=[O:16])[OH:17])([F:18])[F:19].[O:45]1[CH2:46][CH2:47][CH2:48][CH2:49]1.[OH2:1].[OH2:44].[OH:2][n:3]1[c:4]2[cH:5][cH:6][cH:7][cH:8][c:9]2[n:10][n:11]1>>[F:12][C:13]([CH2:14][C:15](=[O:16])[N:30]([CH2:29][C:28]([N:26]([C:25]([O:24][C:20]([CH3:21])([CH3:22])[CH3:23])=[O:43])[CH3:27])([CH2:32][CH:33]=[CH2:34])[c:35]1[cH:36][c:37]([Cl:42])[c:38]([Cl:41])[cH:39][cH:40]1)[CH3:31])([F:18])[F:19]. The product is C=CCC(CN(C)C(=O)CC(F)(F)F)(c1ccc(Cl)c(Cl)c1)N(C)C(=O)OC(C)(C)C. Starting materials: C=CCC(CNC)(c1ccc(Cl)c(Cl)c1)N(C)C(=O)OC(C)(C)C, O=C(O)CC(F)(F)F, C1CCOC1, O, O, On1nnc2ccccc21. The reactants are FC1=C(C(=O)NC2=CC(=NC=C2)OC)C=CC(=C1)C(C(F)(F)F)(F)F (2-fluoro-N-(2-methoxy-4-pyridyl)-4-(1,1,2,2,2-pentafluoroethyl)benzamide). Run in Br (HBr), C(C)(=O)O (acetic acid), Br (HBr), C(C)(=O)O (acetic acid), O (water). Reaction conditions: temperature 100 celsius, time 4 hour. Yields the product FC1=C(C(=O)NC2=CC(NC=C2)=O)C=CC(=C1)C(C(F)(F)F)(F)F (2-fluoro-N-(2-oxo-1H-pyridin-4-yl)-4-(1,1,2,2,2-pentafluoroethyl)benzamide). Yield: 71.6%. Reaction SMILES: [F:1][C:2]1[CH:18]=[C:17]([C:19]([F:25])([F:24])[C:20]([F:23])([F:22])[F:21])[CH:16]=[CH:15][C:3]=1[C:4]([NH:6][C:7]1[CH:12]=[CH:11][N:10]=[C:9]([O:13]C)[CH:8]=1)=[O:5]>Br.C(O)(=O)C.O>[F:1][C:2]1[CH:18]=[C:17]([C:19]([F:25])([F:24])[C:20]([F:21])([F:23])[F:22])[CH:16]=[CH:15][C:3]=1[C:4]([NH:6][C:7]1[CH:12]=[CH:11][NH:10][C:9](=[O:13])[CH:8]=1)=[O:5]. Procedure: 2-fluoro-N-(2-methoxy-4-pyridyl)-4-(1,1,2,2,2-pentafluoroethyl)benzamide (200 mg, 0.55 mmol) in HBr in acetic acid (1.3 mL of 33% w/v, 5.49 mmol) was stirred at 100° C. for 2 hours, at this time 1 ml of HBr in acetic acid (33% w/v) was added and the mixture was stirred at 100° C. for 4 hours, then cooled to room temperature. The reaction mixture was diluted with water and a precipitate formed. The precipitate was filtered off, washed with water (2×), cold methyl-tert-butyl ether and dried under ... Reactants: COC1=CC2=C(NC(=N2)CO)C=C1 ((5-Methoxy-1H-benzoimidazol-2-yl)-methanol), S(=O)(Cl)Cl (Thionyl chloride). Run in ClCCl (dichloromethane). Reaction conditions: time 2 hour. Product: ClCC1=NC2=C(N1)C=CC(=C2)OC (2-chloromethyl-5-methoxy-1H-benzoimidazole). RXN SMILES: [CH3:1][O:2][C:3]1[CH:13]=[CH:12][C:6]2[NH:7][C:8]([CH2:10]O)=[N:9][C:5]=2[CH:4]=1.S(Cl)([Cl:16])=O>ClCCl>[Cl:16][CH2:10][C:8]1[NH:7][C:6]2[CH:12]=[CH:13][C:3]([O:2][CH3:1])=[CH:4][C:5]=2[N:9]=1. Reported procedure: (5-Methoxy-1H-benzoimidazol-2-yl)-methanol (221, 0.5 g, 3 mmol) was combined with 30 mL dichloromethane. Thionyl chloride (0.51 mL, 7 mmol) was added and the reaction was stirred at room temperature for 2 hours. The reaction was concentrated. Ethyl acetate was added and washed with sodium bicarbonate saturated solution and brine. The organic portion was dried over anhydrous sodium sulfate, filtered through Celite and evaporated to dryness. The resulting desired compound was used without further ... Starting materials: COCC(=O)Cl, Cc1ccc2ccccc2c1NC1COC(=O)C1, ClCCl, c1ccncc1. The product is COCC(=O)N(c1c(C)ccc2ccccc12)C1COC(=O)C1. As a reaction SMILES: [CH3:1][O:2][CH2:3][C:4](=[O:5])[Cl:6].[CH3:7][c:8]1[c:9]([NH:18][CH:19]2[CH2:20][C:21](=[O:22])[O:23][CH2:24]2)[c:10]2[cH:11][cH:12][cH:13][cH:14][c:15]2[cH:16][cH:17]1.[Cl:31][CH2:32][Cl:33].[cH:25]1[cH:26][cH:27][n:28][cH:29][cH:30]1>>[CH3:1][O:2][CH2:3][C:4](=[O:5])[N:18]([c:9]1[c:8]([CH3:7])[cH:17][cH:16][c:15]2[c:10]1[cH:11][cH:12][cH:13][cH:14]2)[CH:19]1[CH2:20][C:21](=[O:22])[O:23][CH2:24]1.